This data is from the Open Reaction Database (ORD), a public repository of structured organic reaction records. The task is: describe an organic reaction: reactants, conditions, products, and yield Reactants: OC1=CC=C(C(=O)C2=C(OC3=C2C=CC=C3)CC3=CC=C(C=C3)[N+](=O)[O-])C=C1 (3-(4'-Hydroxybenzoyl)-2-(4'-nitrobenzyl)benzofuran), stannous chloride dihydrate, Cl (hydrochloric acid). Conditions: time 12 hour. Product: NC1=CC=C(CC=2OC3=C(C2C(C2=CC=C(C=C2)O)=O)C=CC=C3)C=C1 (2-(4'-aminobenzyl)-3-(4'-hydroxybenzoyl)benzofuran). As a reaction SMILES: [OH:1][C:2]1[CH:28]=[CH:27][C:5]([C:6]([C:8]2[C:12]3[CH:13]=[CH:14][CH:15]=[CH:16][C:11]=3[O:10][C:9]=2[CH2:17][C:18]2[CH:23]=[CH:22][C:21]([N+:24]([O-])=O)=[CH:20][CH:19]=2)=[O:7])=[CH:4][CH:3]=1.Cl>>[NH2:24][C:21]1[CH:20]=[CH:19][C:18]([CH2:17][C:9]2[O:10][C:11]3[CH:16]=[CH:15][CH:14]=[CH:13][C:12]=3[C:8]=2[C:6](=[O:7])[C:5]2[CH:27]=[CH:28][C:2]([OH:1])=[CH:3][CH:4]=2)=[CH:23][CH:22]=1. Procedure: 3-(4'-Hydroxybenzoyl)-2-(4'-nitrobenzyl)benzofuran (37.3 g., 0.1 mol.) is added in small portions to 56.4 g. (0.25 mol.) of stannous chloride dihydrate in 70 ml. of concentrated hydrochloric acid. The reaction mixture is heated at 50° for 3 hours, then stirred at 25° for 12 hours. Cooling (ice bath) enhances precipitation of the product salt which is collected by filtration and dissolved in water. The aqueous solution is made basic by addition of 10% aqueous sodium hydroxide and extracted with c... Reactants: Nc1ccc(Br)cc1[N+](=O)[O-], O=C([O-])O, OCCCO, COCCOC, [Na+], c1ccc(P(c2ccccc2)(c2ccccc2)[Pd](P(c2ccccc2)(c2ccccc2)c2ccccc2)(P(c2ccccc2)(c2ccccc2)c2ccccc2)P(c2ccccc2)(c2ccccc2)c2ccccc2)cc1, OB(O)c1cccnc1. The product is Nc1ccc(-c2cccnc2)cc1[N+](=O)[O-]. RXN SMILES: [Br:1][c:2]1[cH:3][c:4]([N+:9](=[O:10])[O-:11])[c:5]([NH2:6])[cH:7][cH:8]1.[C:26](=[O:27])([OH:28])[O-:29].[CH2:12]([OH:13])[CH2:14][CH2:15][OH:16].[CH3:31][O:32][CH2:33][CH2:34][O:35][CH3:36].[Na+:30].[cH:37]1[cH:38][cH:39][c:40]([P:41]([Pd:42]([P:43]([c:44]2[cH:45][cH:46][cH:47][cH:48][cH:49]2)([c:50]2[cH:51][cH:52][cH:53][cH:54][cH:55]2)[c:56]2[cH:57][cH:58][cH:59][cH:60][cH:61]2)([P:62]([c:63]2[cH:64][cH:65][cH:66][cH:67][cH:68]2)([c:69]2[cH:70][cH:71][cH:72][cH:73][cH:74]2)[c:75]2[cH:76][cH:77][cH:78][cH:79][cH:80]2)[P:81]([c:82]2[cH:83][cH:84][cH:85][cH:86][cH:87]2)([c:88]2[cH:89][cH:90][cH:91][cH:92][cH:93]2)[c:94]2[cH:95][cH:96][cH:97][cH:98][cH:99]2)([c:100]2[cH:101][cH:102][cH:103][cH:104][cH:105]2)[c:106]2[cH:107][cH:108][cH:109][cH:110][cH:111]2)[cH:112][cH:113]1.[n:17]1[cH:18][c:19]([B:23]([OH:24])[OH:25])[cH:20][cH:21][cH:22]1>>[c:2]1(-[c:19]2[cH:18][n:17][cH:22][cH:21][cH:20]2)[cH:3][c:4]([N+:9](=[O:10])[O-:11])[c:5]([NH2:6])[cH:7][cH:8]1. Reactants: COC(CS(N(C)C(C)(C)C)(=O)=O)=O (Methyl(N-tert-butyl-N-methylsulfamoyl)acetate), N (ammonia). The product is C(C)(C)(C)N(S(=O)(=O)CC(=O)N)C ((N-tert-Butyl-N-methylsulfamoyl)acetamide). The yield is 84.0%. As a reaction SMILES: C[O:2][C:3](=O)[CH2:4][S:5](=[O:13])(=[O:12])[N:6]([C:8]([CH3:11])([CH3:10])[CH3:9])[CH3:7].[NH3:15]>>[C:8]([N:6]([CH3:7])[S:5]([CH2:4][C:3]([NH2:15])=[O:2])(=[O:13])=[O:12])([CH3:11])([CH3:10])[CH3:9]. Procedure: The subtitle compound (3.66 g, 84%) was prepared as a white solid from aqueous ammonia solution (10 ml, s.g.=0.88) and methyl (N-tert-butyl-N-methylsulfamoyl)acetate (from step (a), 4.7 g, 21 mmol), using the method of Example 1(b). m.p. 105-109° C. The reactants are CC(C)(C)OC(=O)c1ccc(NC2CCN(c3ncccn3)CC2)cc1, Cl. The product is O=C(O)c1ccc(NC2CCN(c3ncccn3)CC2)cc1. RXN SMILES: [C:1]([CH3:2])([CH3:3])([CH3:4])[O:5][C:6]([c:7]1[cH:8][cH:9][c:10]([NH:13][CH:14]2[CH2:15][CH2:16][N:17]([c:20]3[n:21][cH:22][cH:23][cH:24][n:25]3)[CH2:18][CH2:19]2)[cH:11][cH:12]1)=[O:26].[ClH:27]>>[O:5]=[C:6]([c:7]1[cH:8][cH:9][c:10]([NH:13][CH:14]2[CH2:15][CH2:16][N:17]([c:20]3[n:21][cH:22][cH:23][cH:24][n:25]3)[CH2:18][CH2:19]2)[cH:11][cH:12]1)[OH:26]. Reactants: CI, CN(C)C=O, COc1ccc(-n2nc(C(=O)N3CCNC(=O)CC3)cc2-c2ccccn2)cn1, [H-], [Na+]. RXN SMILES: [CH3:32][I:33].[CH3:34][N:35]([CH3:36])[CH:37]=[O:38].[CH3:3][O:4][c:5]1[cH:6][cH:7][c:8](-[n:11]2[n:12][c:13]([C:22](=[O:23])[N:24]3[CH2:25][CH2:26][NH:27][C:28](=[O:31])[CH2:29][CH2:30]3)[cH:14][c:15]2-[c:16]2[n:17][cH:18][cH:19][cH:20][cH:21]2)[cH:9][n:10]1.[H-:1].[Na+:2]>>[CH3:3][O:4][c:5]1[cH:6][cH:7][c:8](-[n:11]2[n:12][c:13]([C:22](=[O:23])[N:24]3[CH2:25][CH2:26][N:27]([CH3:32])[C:28](=[O:31])[CH2:29][CH2:30]3)[cH:14][c:15]2-[c:16]2[n:17][cH:18][cH:19][cH:20][cH:21]2)[cH:9][n:10]1. The product is COc1ccc(-n2nc(C(=O)N3CCC(=O)N(C)CC3)cc2-c2ccccn2)cn1. Starting materials: C(C#C)Br (propargyl bromide), [Mg] (magnesium), C[Si](C)(C)C#CC(=O)CCCCl (3-chloropropyl trimethylsilylethynyl ketone), mercuric chloride, C(C#C)Br (propargyl bromide). Solvent: CCOCC (ether), CCOCC (ether). Run at time 40 minute. Product: ClCCCC(CC#C)(C#C[Si](C)(C)C)O (7-Chloro-4-hydroxy-4-trimethylsilylethynyl-1-heptyne). Reaction SMILES: [Mg].[CH2:2](Br)[C:3]#[CH:4].[CH3:6][Si:7]([C:10]#[C:11][C:12]([CH2:14][CH2:15][CH2:16][Cl:17])=[O:13])([CH3:9])[CH3:8]>CCOCC>[Cl:17][CH2:16][CH2:15][CH2:14][C:12]([OH:13])([C:11]#[C:10][Si:7]([CH3:8])([CH3:9])[CH3:6])[CH2:4][C:3]#[CH:2]. Procedure details: To a stirred suspension of 1.29 grams of magnesium and 10 mg. of mercuric chloride in 12 ml. of ether is added 0.4 ml. of propargyl bromide. The reaction is initiated after stirring at room temperature for a few minutes. The solution of 11.2 grams of 3-chloropropyl trimethylsilylethynyl ketone and 3.51 ml. of propargyl bromide in 13 ml. of ether is added dropwise so that the mixture is very gently boiled during a period of about 40 minutes. After addition is complete, the cooling bath is removed...